Task: describe an organic reaction: reactants, conditions, products, and yield. Dataset: the Open Reaction Database (ORD), a public repository of structured organic reaction records Starting materials: ClC1=CC=2C(C3=CC=CC=C3C(C2C=C1)=O)=O (2-chloro-9,10-anthraquinone), C[O-].[Na+] (sodium methoxide). Solvent: CN(C=O)C (N,N-dimethylformamide), CO (methanol). Reaction conditions: temperature 120 celsius. Product: COC1=CC=2C(C3=CC=CC=C3C(C2C=C1)=O)=O (2-methoxy-9,10-anthraquinone), light yellow solid. The yield is 16.0%. As a reaction SMILES: Cl[C:2]1[CH:15]=[CH:14][C:13]2[C:12](=[O:16])[C:11]3[C:6](=[CH:7][CH:8]=[CH:9][CH:10]=3)[C:5](=[O:17])[C:4]=2[CH:3]=1.[CH3:18][O-:19].[Na+]>CN(C)C=O.CO>[CH3:18][O:19][C:2]1[CH:15]=[CH:14][C:13]2[C:12](=[O:16])[C:11]3[C:6](=[CH:7][CH:8]=[CH:9][CH:10]=3)[C:5](=[O:17])[C:4]=2[CH:3]=1 |f:1.2|. Procedure: First, the intermediate 2-methoxy-9,10-anthraquinone was prepared. A solution of 2-chloro-9,10-anthraquinone (10.08 g, 42 mmol) in 100 mL of N,N-dimethylformamide was treated with 25 mL of 25% sodium methoxide in methanol. The stirred reaction mixture was heated in a 120° C. oil bath for 6 h under nitrogen, then cooled to ambient. The product was precipitated into aqueous HCl (0.5 M, 250 mL), collected, washed with water and dried. The product was purified by recrystallization from a mixture of ... The reactants are ClC1=CC(=C(C=C1)N1C(N(C(=CC1=O)C(F)(F)F)C)=O)[N+](=O)[O-] (3-(4-choro-2-nitrophenyl)-1-methyl-6-trifluoromethyl-2,4(1H, 3H)-pyrimidinedione). Reagents/catalysts: [Fe] (iron). Run in CO (methanol), Cl (hydrochloric acid). The product is NC1=C(C=CC(=C1)Cl)N1C(N(C(=CC1=O)C(F)(F)F)C)=O (3-(2-amino-4-chlorophenyl)-1-methyl-6-trifluoromethyl-2,4(1H, 3H)-pyrimidinedione). As a reaction SMILES: [Cl:1][C:2]1[CH:7]=[CH:6][C:5]([N:8]2[C:13](=[O:14])[CH:12]=[C:11]([C:15]([F:18])([F:17])[F:16])[N:10]([CH3:19])[C:9]2=[O:20])=[C:4]([N+:21]([O-])=O)[CH:3]=1>CO.Cl.[Fe]>[NH2:21][C:4]1[CH:3]=[C:2]([Cl:1])[CH:7]=[CH:6][C:5]=1[N:8]1[C:13](=[O:14])[CH:12]=[C:11]([C:15]([F:18])([F:17])[F:16])[N:10]([CH3:19])[C:9]1=[O:20]. Procedure details: To a stirred suspension of 3-(4-choro-2-nitrophenyl)-1-methyl-6-trifluoromethyl-2,4(1H, 3H)-pyrimidinedione (1 g) in methanol (20 ml) and conc. hydrochloric acid (10 ml) was added iron (powdered, 0.48 g) unded vigorous stirring. After addition, the mixture was heated at reflux temperature for 1 hr. The oil bath was removed and the solution was allowed to cool to ambient temperature. Ethyl acetate (200 ml) was added, washed with brine (×2) and dried over anhydrous sodium sulfate. After removal of...